From a dataset of the Open Reaction Database (ORD), a public repository of structured organic reaction records. describe an organic reaction: reactants, conditions, products, and yield The reactants are CN1CCOCC1 (NMM), O (water), N([C@H](CC1=CC=C2C=CC=CC2=C1)C(=O)O)C(=O)OC(C)(C)C (Boc-D-2Nal-OH), CC(C)O (2-propanol), CN1CCOCC1 (NMM), CC(C)O (2-propanol). Conditions: time 7.5 minute. Product: N([C@H](CC1=CC=C2C=CC=CC2=C1)C(=O)ON1C(=O)CCC1=O)C(=O)OC(C)(C)C (Boc-D-2Nal-OSu). Yield: 90.0%. RXN SMILES: [NH:1]([C:17]([O:19][C:20]([CH3:23])([CH3:22])[CH3:21])=[O:18])[C@@H:2]([C:14]([OH:16])=[O:15])[CH2:3][C:4]1[CH:13]=[C:12]2[C:7]([CH:8]=[CH:9][CH:10]=[CH:11]2)=[CH:6][CH:5]=1.C[N:25]1[CH2:30][CH2:29]OCC1.[OH2:31].C[CH:33]([OH:35])[CH3:34]>>[NH:1]([C:17]([O:19][C:20]([CH3:23])([CH3:22])[CH3:21])=[O:18])[C@@H:2]([C:14]([O:16][N:25]1[C:33](=[O:35])[CH2:34][CH2:29][C:30]1=[O:31])=[O:15])[CH2:3][C:4]1[CH:13]=[C:12]2[C:7]([CH:8]=[CH:9][CH:10]=[CH:11]2)=[CH:6][CH:5]=1. Procedure: Boc-D-2Nal-OH (315.4 g; 1.0 eq.) is dissolved in 2-propanol (6.8 L) at −10° C. and IBC (157 g; 1.15 eq.) and NMM (116 g; 1.15 eq.) is added. After stirring for 5-10 min a mixture of HONSu (230.1 g; 2.0 eq.) in 2-propanol (1.4 L) is added. Additional NMM (10.1 g; 0.1 eq.) is added. After half an hour water (0.82 L) is added to dissolve precipitated NMM.HCl. The product is isolated by filtration, washed with 2-propanol (1 L), and dried. Yield: 90%. HPLC purity: 98.3%. Starting materials: C1CCOC1, COc1ccc(O)cc1, CCOC(=O)N=NC(=O)OCC, CCOC(=O)C1CC(O)C1, c1ccc(P(c2ccccc2)c2ccccc2)cc1. Product: CCOC(=O)C1CC(Oc2ccc(OC)cc2)C1. As a reaction SMILES: [CH2:51]1[O:52][CH2:53][CH2:54][CH2:55]1.[CH3:11][O:12][c:13]1[cH:14][cH:15][c:16]([OH:19])[cH:17][cH:18]1.[O:39]=[C:40]([O:41][CH2:42][CH3:43])[N:44]=[N:45][C:46]([O:47][CH2:48][CH3:49])=[O:50].[OH:1][CH:2]1[CH2:3][CH:4]([C:6](=[O:7])[O:8][CH2:9][CH3:10])[CH2:5]1.[c:20]1([P:21]([c:22]2[cH:23][cH:24][cH:25][cH:26][cH:27]2)[c:28]2[cH:29][cH:30][cH:31][cH:32][cH:33]2)[cH:34][cH:35][cH:36][cH:37][cH:38]1>>[O:1]([CH:2]1[CH2:3][CH:4]([C:6](=[O:7])[O:8][CH2:9][CH3:10])[CH2:5]1)[c:16]1[cH:15][cH:14][c:13]([O:12][CH3:11])[cH:18][cH:17]1. The reactants are C(C)(=O)N1CC(CCC1)C1=CN=C(C(=N1)C1=CC(=C(C(=O)OC)C=C1)F)N (methyl 4-(6-(1-acetylpiperidin-3-yl)-3-aminopyrazin-2-yl)-2-fluorobenzoate), Cl (HCl), [Li+].[OH-] (LiOH). The solvent is C1CCOC1 (THF), CO (MeOH). Conditions: time 4 hour. Yields the product C(C)(=O)N1CC(CCC1)C1=CN=C(C(=N1)C1=CC(=C(C(=O)O)C=C1)F)N (4-(6-(1-acetylpiperidin-3-yl)-3-aminopyrazin-2-yl)-2-fluorobenzoic acid). RXN SMILES: [C:1]([N:4]1[CH2:9][CH2:8][CH2:7][CH:6]([C:10]2[N:15]=[C:14]([C:16]3[CH:25]=[CH:24][C:19]([C:20]([O:22]C)=[O:21])=[C:18]([F:26])[CH:17]=3)[C:13]([NH2:27])=[N:12][CH:11]=2)[CH2:5]1)(=[O:3])[CH3:2].[Li+].[OH-].Cl>C1COCC1.CO>[C:1]([N:4]1[CH2:9][CH2:8][CH2:7][CH:6]([C:10]2[N:15]=[C:14]([C:16]3[CH:25]=[CH:24][C:19]([C:20]([OH:22])=[O:21])=[C:18]([F:26])[CH:17]=3)[C:13]([NH2:27])=[N:12][CH:11]=2)[CH2:5]1)(=[O:3])[CH3:2] |f:1.2|. Procedure details: To a mixture of methyl 4-(6-(1-acetylpiperidin-3-yl)-3-aminopyrazin-2-yl)-2-fluorobenzoate (50 mg, 0.134 mmol) in THF (4 mL) and MeOH (2 mL) was added 1 M LiOH (0.500 mL, 0.500 mmol). The reaction mixture was stirred at room temperature for 4 h. The pH of reaction mixture was adjusted to ˜3 with 2 N HCl, and the product was extracted with ethyl acetate. The organic layer was separated, washed with brine, dried over sodium sulfate, filtered and evaporated. The residue was proceeded for next step ... Starting materials: O=C([O-])[O-], ClCCl, O=C(O)C(F)(F)F, [Na+], [Na+], CNC(=O)C1CCN(C(=O)OC(C)(C)C)C1c1cc(C)nc(-n2ccnc2)n1. The product is CNC(=O)C1CCNC1c1cc(C)nc(-n2ccnc2)n1. RXN SMILES: [C:36](=[O:37])([O-:38])[O-:39].[Cl:42][CH2:43][Cl:44].[F:1][C:2]([F:3])([F:4])[C:5]([OH:6])=[O:7].[Na+:40].[Na+:41].[n:8]1(-[c:13]2[n:14][c:15]([CH3:35])[cH:16][c:17]([CH:19]3[N:20]([C:28]([O:29][C:30]([CH3:31])([CH3:32])[CH3:33])=[O:34])[CH2:21][CH2:22][CH:23]3[C:24]([NH:25][CH3:26])=[O:27])[n:18]2)[cH:9][n:10][cH:11][cH:12]1>>[n:8]1(-[c:13]2[n:14][c:15]([CH3:35])[cH:16][c:17]([CH:19]3[NH:20][CH2:21][CH2:22][CH:23]3[C:24]([NH:25][CH3:26])=[O:27])[n:18]2)[cH:9][n:10][cH:11][cH:12]1. Starting materials: C(C)(C)(C)C1=C(C=CC=C1)OCC#C (1-tert-Butyl-2-(prop-2-ynyloxy)benzene), ClC1C(=O)NC(C1)=O (chlorosuccinimide). The reagents and catalysts are C(C)(=O)[O-].[Ag+] (silver acetate). Run in CC(=O)C (acetone). Yields the product C(C)(C)(C)C1=C(C=CC=C1)OCC#CCl (1-tert-Butyl-2-(3-chloroprop-2-ynyloxy)benzene). RXN SMILES: [C:1]([C:5]1[CH:10]=[CH:9][CH:8]=[CH:7][C:6]=1[O:11][CH2:12][C:13]#[CH:14])([CH3:4])([CH3:3])[CH3:2].[Cl:15]C1CC(=O)NC1=O>CC(C)=O.C([O-])(=O)C.[Ag+]>[C:1]([C:5]1[CH:10]=[CH:9][CH:8]=[CH:7][C:6]=1[O:11][CH2:12][C:13]#[C:14][Cl:15])([CH3:4])([CH3:3])[CH3:2] |f:3.4|. Reported procedure: To a solution of Example 5A (18.86 g, 100 mmol) in acetone (400 mL) was added N chlorosuccinimide (16.02 g, 120 mmol) and silver acetate (1.67 g, 10 mmol) and the mixture was heated at reflux for 4 hours. After cooling, the silver salts were removed by filtration and the filtrate evaporated under reduced pressure. The residue was taken up in diethyl ether, washed with water and saturated aqueous sodium bicarbonate, dried with magnesium sulfate, filtered, and the solvent was removed under reduced... The product is O=CN(O)CC(CC1CCCC1)C(=O)NNc1nc(Cl)nc(N2CCN3CCOCC3C2)c1F. As a reaction SMILES: [CH3:42][OH:43].[Cl:1][c:2]1[n:3][c:4]([N:32]2[CH2:33][CH:34]3[CH2:35][O:36][CH2:37][CH2:38][N:39]3[CH2:40][CH2:41]2)[c:5]([F:31])[c:6]([NH:8][NH:9][C:10]([CH:11]([CH2:12][N:13]([CH:14]=[O:15])[O:16][CH2:17][c:18]2[cH:19][cH:20][cH:21][cH:22][cH:23]2)[CH2:24][CH:25]2[CH2:26][CH2:27][CH2:28][CH2:29]2)=[O:30])[n:7]1>>[Cl:1][c:2]1[n:3][c:4]([N:32]2[CH2:33][CH:34]3[CH2:35][O:36][CH2:37][CH2:38][N:39]3[CH2:40][CH2:41]2)[c:5]([F:31])[c:6]([NH:8][NH:9][C:10]([CH:11]([CH2:12][N:13]([CH:14]=[O:15])[OH:16])[CH2:24][CH:25]2[CH2:26][CH2:27][CH2:28][CH2:29]2)=[O:30])[n:7]1. The reactants are CO, O=CN(CC(CC1CCCC1)C(=O)NNc1nc(Cl)nc(N2CCN3CCOCC3C2)c1F)OCc1ccccc1. The reactants are CN1CCN(CCCNc2nccc(-c3cc4ccc(CNC(=O)OC(C)(C)C)cc4s3)n2)CC1, CO, ClCCl, O=C(O)C(F)(F)F. Product: CN1CCN(CCCNc2nccc(-c3cc4ccc(CN)cc4s3)n2)CC1. RXN SMILES: [C:1]([O:2][C:3](=[O:4])[NH:7][CH2:8][c:9]1[cH:10][cH:11][c:12]2[c:13]([s:14][c:15](-[c:17]3[n:18][c:19]([NH:23][CH2:24][CH2:25][CH2:26][N:27]4[CH2:28][CH2:29][N:30]([CH3:33])[CH2:31][CH2:32]4)[n:20][cH:21][cH:22]3)[cH:16]2)[cH:34]1)([CH3:5])([CH3:6])[CH3:35].[CH3:43][OH:44].[Cl:45][CH2:46][Cl:47].[F:36][C:37]([F:38])([F:39])[C:40]([OH:41])=[O:42]>>[NH2:7][CH2:8][c:9]1[cH:10][cH:11][c:12]2[c:13]([s:14][c:15](-[c:17]3[n:18][c:19]([NH:23][CH2:24][CH2:25][CH2:26][N:27]4[CH2:28][CH2:29][N:30]([CH3:33])[CH2:31][CH2:32]4)[n:20][cH:21][cH:22]3)[cH:16]2)[cH:34]1. The reactants are BrC1=C(C(=CC=C1)F)O (2-Bromo-6-fluorophenol), C(CCC)S (1-butanethiol), [OH-].[Na+] (sodium hydroxide), C([O-])([O-])=O.[K+].[K+] (potassium carbonate), BrC(C(Br)(F)F)(F)F (1,2-dibromo-tetrafluoroethane). Run in CN(C=O)C (N,N-dimethylformamide). Conditions: temperature 50 celsius. Product: BrC1=C(C(=CC=C1)F)OC(C(F)(F)Br)(F)F (1-Bromo-2-(2-bromo-1,1,2,2-tetrafluoroethoxy)-3-fluorobenzene). The yield is 76.5%. RXN SMILES: [Br:1][C:2]1[CH:7]=[CH:6][CH:5]=[C:4]([F:8])[C:3]=1[OH:9].C(=O)([O-])[O-].[K+].[K+].Br[C:17]([F:23])([F:22])[C:18]([F:21])([F:20])[Br:19].C(S)CCC.[OH-].[Na+]>CN(C)C=O>[Br:1][C:2]1[CH:7]=[CH:6][CH:5]=[C:4]([F:8])[C:3]=1[O:9][C:17]([F:23])([F:22])[C:18]([Br:19])([F:21])[F:20] |f:1.2.3,6.7|. Procedure details: 2-Bromo-6-fluorophenol (10.2 g, 53 mmol), potassium carbonate (7.3 g, 53 mmol), 1,2-dibromo-tetrafluoroethane (21 g, 80 mmol) and 1-butanethiol (1.1 g, 12 mmol) were combined in dry N,N-dimethylformamide (75 mL) and heated to 50° C. in a stirred pressure reactor. After cooling, the contents were mixed with 1.0 M sodium hydroxide (NaOH; 100 mL) and extracted three times with diethyl ether (80 mL portions). The combined extracts were washed with water (15 mL), 2.0 M NaOH (45 mL), dried (Na2SO4) an...